Dataset: the Open Reaction Database (ORD), a public repository of structured organic reaction records. Task: describe an organic reaction: reactants, conditions, products, and yield Reactants: CC(C(=O)O)(COC(C)=O)CC(C)(C)C (2-methyl-2-neopentyl-3-acetoxypropionic acid), [OH-].[Na+] (sodium hydroxide), Cl (HCl). The solvent is O (water). The product is CC(C(=O)O)(CO)CC(C)(C)C (2-methyl-2-neopentyl-3-hydroxypropionic acid). Isolated yield 83.5%. As a reaction SMILES: [CH3:1][C:2]([CH2:11][C:12]([CH3:15])([CH3:14])[CH3:13])([CH2:6][O:7]C(=O)C)[C:3]([OH:5])=[O:4].[OH-].[Na+].Cl>O>[CH3:1][C:2]([CH2:11][C:12]([CH3:15])([CH3:14])[CH3:13])([CH2:6][OH:7])[C:3]([OH:5])=[O:4] |f:1.2|. Procedure: In a 100 mL 3-necked RB flask, acid (1) (4.8 g, 0.022 mol) was stirred at reflux with a solution of sodium hydroxide (4.0 g) in water (40 mL) for 20 hours. The mixture was cooled and acidified with concentrated HCl. After drying, there was obtained 2-methyl-2-neopentyl-3-hydroxypropionic acid (2) (3.2 g, 85% yield), m.p. 96.5°-100° C.; recrystallized from n-hexane, m.p. 99°-101° C. 1H NMR (CDCl3): 0.97 (s, 9H), 1.31 (s, 3H), 1.74, 1.54 (AB, 2H), 3.88, 3.40 (AB, 2H), ca. 6.75 (s broad, 2H). The reactants are O=C(Cl)c1ccc(Br)cc1, ClCCl, CC(C)(C)N. The product is CC(C)(C)NC(=O)c1ccc(Br)cc1. As a reaction SMILES: [Br:6][c:7]1[cH:8][cH:9][c:10]([C:11](=[O:12])[Cl:13])[cH:14][cH:15]1.[CH2:16]([Cl:17])[Cl:18].[CH3:1][C:2]([CH3:3])([CH3:4])[NH2:5]>>[CH3:1][C:2]([CH3:3])([CH3:4])[NH:5][C:11]([c:10]1[cH:9][cH:8][c:7]([Br:6])[cH:15][cH:14]1)=[O:12]. Starting materials: C(C)OC(=O)C(CCC1=C(N)C=CC(=C1)CNC(=O)OC(C)(C)C)C(=O)OCC (2-(3,3-diethoxycarbonylpropyl)-4-tert-butoxycarbonylaminomethylaniline), ClC=1C=C2C=3N(C(C(NC3C1)=O)=O)[C@@H](CC2)CC(=O)O ((S)-9-chloro-5-carboxymethyl-6,7-dihydro-1H, 5H-pyrido[1,2,3-de]quinoxaline-2,3-dione). Solvent: C(C)(=O)O.C(C)(=O)OCC (acetic acid ethyl acetate). Product: ClC=1C=C2C=3N(C(C(NC3C1)=O)=O)[C@@H](CC2)CC(NC2=C(C=C(C=C2)CNC(=O)OC(C)(C)C)CCC(C(=O)OCC)C(=O)OCC)=O ((S)-9-Chloro-5-[p-tert-butoxycarbonylaminomethyl-o-(3,3-diethoxycarbonylpropyl) phenylcarbamoylmethyl]-6,7-dihydro-1H, 5H-pyrido[1,2,3-de]quinoxaline-2,3-dione). The yield is 78.3%. Reaction SMILES: [CH2:1]([O:3][C:4]([CH:6]([C:25]([O:27][CH2:28][CH3:29])=[O:26])[CH2:7][CH2:8][C:9]1[CH:15]=[C:14]([CH2:16][NH:17][C:18]([O:20][C:21]([CH3:24])([CH3:23])[CH3:22])=[O:19])[CH:13]=[CH:12][C:10]=1[NH2:11])=[O:5])[CH3:2].[Cl:30][C:31]1[CH:32]=[C:33]2[CH2:45][CH2:44][C@@H:43]([CH2:46][C:47](O)=[O:48])[N:35]3[C:36](=[O:42])[C:37](=[O:41])[NH:38][C:39]([CH:40]=1)=[C:34]23>C(O)(=O)C.C(OCC)(=O)C>[Cl:30][C:31]1[CH:32]=[C:33]2[CH2:45][CH2:44][C@@H:43]([CH2:46][C:47](=[O:48])[NH:11][C:10]3[CH:12]=[CH:13][C:14]([CH2:16][NH:17][C:18]([O:20][C:21]([CH3:24])([CH3:23])[CH3:22])=[O:19])=[CH:15][C:9]=3[CH2:8][CH2:7][CH:6]([C:4]([O:3][CH2:1][CH3:2])=[O:5])[C:25]([O:27][CH2:28][CH3:29])=[O:26])[N:35]3[C:36](=[O:42])[C:37](=[O:41])[NH:38][C:39]([CH:40]=1)=[C:34]23 |f:2.3|. Procedure: A procedure similar to that described in Example 18-6) was performed with 2-(3,3-diethoxycarbonylpropyl)-4-tert-butoxycarbonylaminomethylaniline (559 mg, 1.37 mmol) and (S)-9-chloro-5-carboxymethyl-6,7-dihydro-1H, 5H-pyrido[1,2,3-de]quinoxaline-2,3-dione (445 mg, 1.51 mmol) to give 735 mg of the title compound after silica gel column chromatography with 0.3% acetic acid/ethyl acetate (78%). Starting materials: COC=1C=C(C=CC1CN1CCCC1)C(=O)C=1C2=C(SC1C1=CC=C(C=C1)O)C=C(C=C2)OCC2=CC=CC=C2 (6-Benzyloxy-2-(4-hydroxyphenyl)benzo[b]thiophen-3-yl 3-methoxy-4-(1-pyrrolidinylmethyl)phenyl ketone), [H-].[Al+3].[Li+].[H-].[H-].[H-] (lithium aluminum hydride), C(C)[SiH](CC)CC (triethylsilane), FC(C(=O)O)(F)F (trifluroacetic acid). Run in C1CCOC1 (THF), ClCCl (dichloromethane). Reaction conditions: time 45 minute. Yields the product OC=1C=CC2=C(SC(=C2CC2=CC(=C(C=C2)CN2CCCC2)OC)C2=CC=C(C=C2)OCC(=O)OC)C1 (6-Hydroxy-3-[3-methoxy-4-(1-pyrrolidinylmethyl)benzyl]-2-[4-[2-methoxy-2-oxoethoxy]phenyl]benzo[b]thiophene). Yield: 78.0%. RXN SMILES: [CH3:1][O:2][C:3]1[CH:4]=[C:5]([C:15]([C:17]2[C:18]3[CH:32]=[CH:31][C:30]([O:33]CC4C=CC=CC=4)=[CH:29][C:19]=3[S:20][C:21]=2[C:22]2[CH:27]=[CH:26][C:25]([OH:28])=[CH:24][CH:23]=2)=O)[CH:6]=[CH:7][C:8]=1[CH2:9][N:10]1[CH2:14][CH2:13][CH2:12][CH2:11]1.[H-].[Al+3].[Li+].[H-].[H-].[H-].[CH2:47]([SiH](CC)CC)C.F[C:55](F)(F)[C:56]([OH:58])=[O:57]>C1COCC1.ClCCl>[OH:33][C:30]1[CH:31]=[CH:32][C:18]2[C:17]([CH2:15][C:5]3[CH:6]=[CH:7][C:8]([CH2:9][N:10]4[CH2:14][CH2:13][CH2:12][CH2:11]4)=[C:3]([O:2][CH3:1])[CH:4]=3)=[C:21]([C:22]3[CH:23]=[CH:24][C:25]([O:28][CH2:55][C:56]([O:58][CH3:47])=[O:57])=[CH:26][CH:27]=3)[S:20][C:19]=2[CH:29]=1 |f:1.2.3.4.5.6|. Procedure: 6-Benzyloxy-2-(4-hydroxyphenyl)benzo[b]thiophen-3-yl 3-methoxy-4-(1-pyrrolidinylmethyl)phenyl ketone (2.75 g, 5.0 mmol) in THF (25 mL) was treated with lithium aluminum hydride (420 mg) at 0° C. for 2 h, then quenched with water (1 mL) and sodium hydroxide (1.0 M, 3 mL). Stirring was continued for 45 min. The reaction mixture was diluted with brine (100 mL) and extracted with dichloromethane (100 mL×3). The combined organic layers were dried with sodium sulfate and concentrated in vacuo to give ... The reactants are CN(C)C=O, CCOC(C)=O, CC(=O)OC(C)=O, O=CO, CN(C)C(=O)c1ccc(N)cc1S(=O)(=O)NC(C)(C)C. The product is CN(C)C(=O)c1ccc(NC=O)cc1S(=O)(=O)NC(C)(C)C. As a reaction SMILES: [CH3:31][N:32]([CH3:33])[CH:34]=[O:35].[CH3:36][CH2:37][O:38][C:39](=[O:40])[CH3:41].[CH3:4][C:5]([O:6][C:7](=[O:8])[CH3:9])=[O:10].[CH:1](=[O:2])[OH:3].[NH2:11][c:12]1[cH:13][cH:14][c:15]([C:26](=[O:27])[N:28]([CH3:29])[CH3:30])[c:16]([S:18](=[O:19])(=[O:20])[NH:21][C:22]([CH3:23])([CH3:24])[CH3:25])[cH:17]1>>[CH:1](=[O:2])[NH:11][c:12]1[cH:13][cH:14][c:15]([C:26](=[O:27])[N:28]([CH3:29])[CH3:30])[c:16]([S:18](=[O:19])(=[O:20])[NH:21][C:22]([CH3:23])([CH3:24])[CH3:25])[cH:17]1. The reactants are C1(=C(C=CC=C1)NC#N)C1=CC=CC=C1 (2-biphenylylcyanamide), OC1CNCCC1 (3-hydroxypiperidine). Solvent: C(C)O (ethanol). Product: C1(=C(C=CC=C1)NC(=N)N1CC(CCC1)O)C1=CC=CC=C1 (N-(2-biphenylyl)-3-hydroxypiperidine-1-carboxamidine). Reaction SMILES: [C:1]1([C:10]2[CH:15]=[CH:14][CH:13]=[CH:12][CH:11]=2)[CH:6]=[CH:5][CH:4]=[CH:3][C:2]=1[NH:7][C:8]#[N:9].[OH:16][CH:17]1[CH2:22][CH2:21][CH2:20][NH:19][CH2:18]1>C(O)C>[C:1]1([C:10]2[CH:15]=[CH:14][CH:13]=[CH:12][CH:11]=2)[CH:6]=[CH:5][CH:4]=[CH:3][C:2]=1[NH:7][C:8]([N:19]1[CH2:20][CH2:21][CH2:22][CH:17]([OH:16])[CH2:18]1)=[NH:9]. Procedure details: A mixture of 2-biphenylylcyanamide (4 g), 3-hydroxypiperidine (2.5 g) and ethanol (30 ml) was heated at 90°-95° C. for 8 hours to give a brown solid which was purified by chromatography on an aluminia column eluted successively with hexane, 1:4, 2:3, 3:2 and 4:1 mixtures of dichloromethane and hexane and then a 99:1 mixture of dichloromethane and methanol to yield a solid which was recrystallised from ethyl acetate to give N-(2-biphenylyl)-3-hydroxypiperidine-1-carboxamidine (m.p. 144°-145° C.). The reactants are tetrakistriphenylphosphine palladium (0), COC=1C=C2C(=CC=NC2=CC1OS(=O)(=O)C(F)(F)F)OC1=CC=C(C=C1)[N+](=O)[O-] (trifluoromethanesulfonic acid 6-methoxy-4-(4-nitrophenoxy)quinolin-7-yl ester), CN(C=O)C (dimethylformamide), O (Water). Reagents/catalysts: [C-]#N.[Zn+2].[C-]#N (zinc cyanide). Conditions: temperature 110 celsius, time 2 hour. Yields the product COC=1C=C2C(=CC=NC2=CC1C#N)OC1=CC=C(C=C1)[N+](=O)[O-] (6-Methoxy-4-(4-nitrophenoxy)quinoline-7-carbonitrile). As a reaction SMILES: [CH3:1][O:2][C:3]1[CH:4]=[C:5]2[C:10](=[CH:11][C:12]=1OS(C(F)(F)F)(=O)=O)[N:9]=[CH:8][CH:7]=[C:6]2[O:21][C:22]1[CH:27]=[CH:26][C:25]([N+:28]([O-:30])=[O:29])=[CH:24][CH:23]=1.O.[CH3:32][N:33](C)C=O>[C-]#N.[Zn+2].[C-]#N>[CH3:1][O:2][C:3]1[CH:4]=[C:5]2[C:10](=[CH:11][C:12]=1[C:32]#[N:33])[N:9]=[CH:8][CH:7]=[C:6]2[O:21][C:22]1[CH:27]=[CH:26][C:25]([N+:28]([O-:30])=[O:29])=[CH:24][CH:23]=1 |f:3.4.5|. Procedure details: After dissolving trifluoromethanesulfonic acid 6-methoxy-4-(4-nitrophenoxy)quinolin-7-yl ester (500 mg) in dimethylformamide (5 ml), there were added zinc cyanide (260 mg) and tetrakistriphenylphosphine palladium (0) (130 mg) and the mixture was heated and stirred at 110° C. for 2 hours under a nitrogen stream. Water was added, extraction was performed with ethyl acetate, the organic layer was washed with water and saturated saline in that order and dried over anhydrous sodium sulfate, and the s...